This data is from the Open Reaction Database (ORD), a public repository of structured organic reaction records. The task is: describe an organic reaction: reactants, conditions, products, and yield Starting materials: Brc1ccc(CN2CCCCC2)cc1, O=C([O-])[O-], C#CCCN1CCCCC1, COCCOC, [K+], [K+], O, c1ccc(P(c2ccccc2)c2ccccc2)cc1. The product is C(#Cc1ccc(CN2CCCCC2)cc1)CCN1CCCCC1. RXN SMILES: [Br:1][c:2]1[cH:3][cH:4][c:5]([CH2:6][N:7]2[CH2:8][CH2:9][CH2:10][CH2:11][CH2:12]2)[cH:13][cH:14]1.[C:15](=[O:16])([O-:17])[O-:18].[CH2:40]([CH2:41][C:42]#[CH:43])[N:44]1[CH2:45][CH2:46][CH2:47][CH2:48][CH2:49]1.[CH3:51][O:52][CH2:53][CH2:54][O:55][CH3:56].[K+:19].[K+:20].[OH2:50].[c:21]1([P:22]([c:23]2[cH:24][cH:25][cH:26][cH:27][cH:28]2)[c:29]2[cH:30][cH:31][cH:32][cH:33][cH:34]2)[cH:35][cH:36][cH:37][cH:38][cH:39]1>>[c:2]1([C:43]#[C:42][CH2:41][CH2:40][N:44]2[CH2:45][CH2:46][CH2:47][CH2:48][CH2:49]2)[cH:3][cH:4][c:5]([CH2:6][N:7]2[CH2:8][CH2:9][CH2:10][CH2:11][CH2:12]2)[cH:13][cH:14]1. Starting materials: C(CSS(=O)(=O)O)N (2-aminoethanethiolsulfuric acid), Example 1 ( i ), CC=1N=CNC1CO (4-methyl-5-hydroxymethylimidazole). The product is CC=1N=CNC1CSCCN (4-methyl-5-[(2-aminoethyl)thiomethyl]imidazole), product. Isolated yield 72.0%. As a reaction SMILES: [CH3:1][C:2]1[N:3]=[CH:4][NH:5][C:6]=1[CH2:7]O.[CH2:9]([NH2:16])[CH2:10][S:11]S(O)(=O)=O>>[CH3:1][C:2]1[N:3]=[CH:4][NH:5][C:6]=1[CH2:7][S:11][CH2:10][CH2:9][NH2:16]. Procedure: In the same manner as in Example 1 (i), 2.8 g of 4-methyl-5-hydroxymethylimidazole (free base) is reacted with 4.3 g of 2-aminoethanethiolsulfuric acid, yielding 3.0 g of 4-methyl-5-[(2-aminoethyl)thiomethyl]imidazole as an oily product (yield: 72.0%). Reactants: C(C1=CC=CC=C1)OC(NC1C(C2=CC(=C(C=C2C1)F)F)=O)=O ((5,6-difluoro-1-oxoindan-2-yl)carbamic acid benzyl ester), C(=O)(C(F)(F)F)O (TFA), C(C)[SiH](CC)CC (triethylsilane). Conditions: time 24 hour. Yields the product FC=1C=C2CC3NC(OC3C2=CC1F)=O (6,7-Difluoro-3,3a,4,8b-tetrahydroindeno[2,1-d]oxazol-2-one). RXN SMILES: C([O:8][C:9](=[O:23])[NH:10][CH:11]1[CH2:19][C:18]2[C:13](=[CH:14][C:15]([F:21])=[C:16]([F:20])[CH:17]=2)[C:12]1=O)C1C=CC=CC=1.C(O)(C(F)(F)F)=O.C([SiH](CC)CC)C>>[F:20][C:16]1[CH:17]=[C:18]2[C:13](=[CH:14][C:15]=1[F:21])[CH:12]1[CH:11]([NH:10][C:9](=[O:8])[O:23]1)[CH2:19]2. Reported procedure: To (5,6-difluoro-1-oxoindan-2-yl)carbamic acid benzyl ester (Preparation 79) (238 mg, 0.75 mmol) was added TFA (5 mL) and triethylsilane (0.59 mL, 3.75 mmol). The reaction mixture was stirred for 24 h. Solvent was removed in vacuo and the residue purified by column chromatography (MeOH:DCM 5:95) to give the title compound: δH (CDCl3) 3.06-3.15 (1H, m), 3.29 (1H, dd), 4.79 (1H, t), 5.98 (1H, d), 7.10 (1H, dd), 7.27-7.35 (1H, m), 12.02 (1H, s). Starting materials: CCCCCC, CC(C)=CCCC(C)=CCCC(C)=CCCC(C)=CCO, ClCc1ccccc1, [K+], [OH-]. The product is CC(C)=CCCC(C)=CCCC(C)=CCCC(C)=CCOCc1ccccc1. Reaction SMILES: [CH3:32][CH2:33][CH2:34][CH2:35][CH2:36][CH3:37].[CH3:9][C:10](=[CH:11][CH2:12][OH:13])[CH2:14][CH2:15][CH:16]=[C:17]([CH2:18][CH2:19][CH:20]=[C:21]([CH2:22][CH2:23][CH:24]=[C:25]([CH3:26])[CH3:27])[CH3:28])[CH3:29].[Cl:1][CH2:2][c:3]1[cH:4][cH:5][cH:6][cH:7][cH:8]1.[K+:31].[OH-:30]>>[CH2:2]([c:3]1[cH:4][cH:5][cH:6][cH:7][cH:8]1)[O:13][CH2:12][CH:11]=[C:10]([CH3:9])[CH2:14][CH2:15][CH:16]=[C:17]([CH2:18][CH2:19][CH:20]=[C:21]([CH2:22][CH2:23][CH:24]=[C:25]([CH3:26])[CH3:27])[CH3:28])[CH3:29]. Starting materials: CC(C)(C)NS(=O)(=O)c1cccc(-c2cc(-c3nc(-c4ccc(C(F)(F)F)c(OCC(F)(F)F)c4)cc(C(F)(F)F)n3)ccn2)c1, ClCCl, O=C(O)C(F)(F)F. Yields the product NS(=O)(=O)c1cccc(-c2cc(-c3nc(-c4ccc(C(F)(F)F)c(OCC(F)(F)F)c4)cc(C(F)(F)F)n3)ccn2)c1. As a reaction SMILES: [C:1]([CH3:2])([CH3:3])([CH3:4])[NH:5][S:6](=[O:7])(=[O:8])[c:9]1[cH:10][c:11](-[c:15]2[n:16][cH:17][cH:18][c:19](-[c:21]3[n:22][c:23]([C:43]([F:44])([F:45])[F:46])[cH:24][c:25](-[c:27]4[cH:28][c:29]([O:37][CH2:38][C:39]([F:40])([F:41])[F:42])[c:30]([C:33]([F:34])([F:35])[F:36])[cH:31][cH:32]4)[n:26]3)[cH:20]2)[cH:12][cH:13][cH:14]1.[Cl:54][CH2:55][Cl:56].[F:47][C:48]([F:49])([F:50])[C:51]([OH:52])=[O:53]>>[NH2:5][S:6](=[O:7])(=[O:8])[c:9]1[cH:10][c:11](-[c:15]2[n:16][cH:17][cH:18][c:19](-[c:21]3[n:22][c:23]([C:43]([F:44])([F:45])[F:46])[cH:24][c:25](-[c:27]4[cH:28][c:29]([O:37][CH2:38][C:39]([F:40])([F:41])[F:42])[c:30]([C:33]([F:34])([F:35])[F:36])[cH:31][cH:32]4)[n:26]3)[cH:20]2)[cH:12][cH:13][cH:14]1. Starting materials: OCCBr, O=C([O-])[O-], CCOC(=O)c1n[nH]c(-c2ccccn2)c1-c1ccnc2ccccc12, CCOC(C)=O, CN(C)C=O, [Cs+], [Cs+]. Product: O=C1OCCn2nc(-c3ccccn3)c(-c3ccnc4ccccc34)c21. As a reaction SMILES: [Br:27][CH2:28][CH2:29][OH:30].[C:31](=[O:32])([O-:33])[O-:34].[CH2:1]([CH3:2])[O:3][C:4](=[O:5])[c:6]1[n:7][nH:8][c:9](-[c:21]2[n:22][cH:23][cH:24][cH:25][cH:26]2)[c:10]1-[c:11]1[cH:12][cH:13][n:14][c:15]2[cH:16][cH:17][cH:18][cH:19][c:20]12.[CH3:37][CH2:38][O:39][C:40](=[O:41])[CH3:42].[CH3:43][N:44]([CH3:45])[CH:46]=[O:47].[Cs+:35].[Cs+:36]>>[CH2:1]1[CH2:2][n:7]2[c:6]([c:10](-[c:11]3[cH:12][cH:13][n:14][c:15]4[cH:16][cH:17][cH:18][cH:19][c:20]34)[c:9](-[c:21]3[n:22][cH:23][cH:24][cH:25][cH:26]3)[n:8]2)[C:4](=[O:5])[O:3]1. Starting materials: BrC1=C(C=CC=C1)CC(=O)O (2-bromophenylacetic acid), ClC1=C(N)C(=CC(=C1)Cl)Cl (2,4,6-trichloroaniline). The product is ClC1=C(C(=CC(=C1)Cl)Cl)NC1=C(C=CC=C1)CC(=O)O (2-[(2,4,6-trichlorophenyl)amino]phenylacetic acid). RXN SMILES: Br[C:2]1[CH:7]=[CH:6][CH:5]=[CH:4][C:3]=1[CH2:8][C:9]([OH:11])=[O:10].[Cl:12][C:13]1[CH:19]=[C:18]([Cl:20])[CH:17]=[C:16]([Cl:21])[C:14]=1[NH2:15]>>[Cl:12][C:13]1[CH:19]=[C:18]([Cl:20])[CH:17]=[C:16]([Cl:21])[C:14]=1[NH:15][C:2]1[CH:7]=[CH:6][CH:5]=[CH:4][C:3]=1[CH2:8][C:9]([OH:11])=[O:10]. Reported procedure: In the manner described in example 3, 2-bromophenylacetic acid is condensed with 2,4,6-trichloroaniline to yield 2-[(2,4,6-trichlorophenyl)amino]phenylacetic acid. Starting materials: BrC1=C(C(=C(C=C1)OC)OCC1CC1)OCOC (1-bromo-3-(cyclopropylmethoxy)-4-methoxy-2-(methoxymethoxy)benzene), C([O-])([O-])=O.[Cs+].[Cs+] (cesium carbonate), O (water), CC1(OB(OC1(C)C)C=1C=C2COC(C2=CC1)=O)C (5-(4,4,5,5-tetramethyl-1,3,2-dioxaborolan-2-yl)isobenzofuran-1(3H)-one). Reagents/catalysts: [Pd].C1(=CC=CC=C1)P(C1=CC=CC=C1)C1=CC=CC=C1.C1(=CC=CC=C1)P(C1=CC=CC=C1)C1=CC=CC=C1.C1(=CC=CC=C1)P(C1=CC=CC=C1)C1=CC=CC=C1.C1(=CC=CC=C1)P(C1=CC=CC=C1)C1=CC=CC=C1 (tetrakis(triphenylphosphine) palladium(0)). Solvent: CN(C=O)C (dimethylformamide). Conditions: temperature 80 celsius. Product: C1(CC1)COC=1C(=C(C=CC1OC)C=1C=C2COC(C2=CC1)=O)OCOC (5-(3-(Cyclopropylmethoxy)-4-methoxy-2-(methoxymethoxy)phenyl)isobenzofuran-1(3H)-one). Isolated yield 51.4%. Reaction SMILES: Br[C:2]1[CH:7]=[CH:6][C:5]([O:8][CH3:9])=[C:4]([O:10][CH2:11][CH:12]2[CH2:14][CH2:13]2)[C:3]=1[O:15][CH2:16][O:17][CH3:18].C(=O)([O-])[O-].[Cs+].[Cs+].O.CC1(C)C(C)(C)OB([C:34]2[CH:35]=[C:36]3[C:40](=[CH:41][CH:42]=2)[C:39](=[O:43])[O:38][CH2:37]3)O1>CN(C)C=O.[Pd].C1(P(C2C=CC=CC=2)C2C=CC=CC=2)C=CC=CC=1.C1(P(C2C=CC=CC=2)C2C=CC=CC=2)C=CC=CC=1.C1(P(C2C=CC=CC=2)C2C=CC=CC=2)C=CC=CC=1.C1(P(C2C=CC=CC=2)C2C=CC=CC=2)C=CC=CC=1>[CH:12]1([CH2:11][O:10][C:4]2[C:3]([O:15][CH2:16][O:17][CH3:18])=[C:2]([C:34]3[CH:35]=[C:36]4[C:40](=[CH:41][CH:42]=3)[C:39](=[O:43])[O:38][CH2:37]4)[CH:7]=[CH:6][C:5]=2[O:8][CH3:9])[CH2:14][CH2:13]1 |f:1.2.3,7.8.9.10.11|. Procedure: A stirring solution of 1-bromo-3-(cyclopropylmethoxy)-4-methoxy-2-(methoxymethoxy)benzene (3 g, 9.46 mmol) in dimethylformamide (50 mL) was purged with argon for 1 h, to this cesium carbonate (9.23 g, 28.39 mmol), water (3 mL), tetrakis(triphenylphosphine) palladium(0) (546 mg, 0.472 mmol) and 5-(4,4,5,5-tetramethyl-1,3,2-dioxaborolan-2-yl)isobenzofuran-1(3H)-one (2.96 g, 11.47 mmol) were added and the resultant reaction mixture was heated to 80° C. for 5 h. The reaction mixture was cooled to RT...